From a dataset of the Open Reaction Database (ORD), a public repository of structured organic reaction records. describe an organic reaction: reactants, conditions, products, and yield Starting materials: O=C([O-])[O-], CCOC(C)=O, CC(C)(C)OC(=O)NS(=O)(=O)c1cccc2c1OCO2, C1COCCO1, CCCCCC, Cc1cc(CCl)no1, [Cs+], [Cs+], [I-], [K+]. Yields the product CC(C)(C)OC(=O)NS(=O)(=O)c1cccc2c1OCO2, Cc1cc(C)on1. Reaction SMILES: [C:21](=[O:22])([O-:23])[O-:24].[C:49]([O:50][CH2:51][CH3:52])(=[O:53])[CH3:54].[CH2:1]1[O:2][c:3]2[c:4]([S:10](=[O:11])(=[O:12])[NH:13][C:14](=[O:15])[O:16][C:17]([CH3:18])([CH3:19])[CH3:20])[cH:5][cH:6][cH:7][c:8]2[O:9]1.[CH2:37]1[O:38][CH2:39][CH2:40][O:41][CH2:42]1.[CH3:43][CH2:44][CH2:45][CH2:46][CH2:47][CH3:48].[Cl:27][CH2:28][c:29]1[n:30][o:31][c:32]([CH3:34])[cH:33]1.[Cs+:25].[Cs+:26].[I-:36].[K+:35]>>[CH2:1]1[O:2][c:3]2[c:4]([S:10](=[O:11])(=[O:12])[NH:13][C:14](=[O:15])[O:16][C:17]([CH3:18])([CH3:19])[CH3:20])[cH:5][cH:6][cH:7][c:8]2[O:9]1.[CH3:28][c:29]1[n:30][o:31][c:32]([CH3:34])[cH:33]1. Reactants: Cn1nnnc1C(C=O)=C(c1ccc(F)cc1)c1ccc(F)cc1, O=CC=P(c1ccccc1)(c1ccccc1)c1ccccc1, c1ccccc1. Product: O=P(c1ccccc1)(c1ccccc1)c1ccccc1. Reaction SMILES: [F:1][c:2]1[cH:3][cH:4][c:5]([C:6]([c:7]2[cH:8][cH:9][c:10]([F:12])[cH:13][cH:14]2)=[C:15]([c:16]2[n:17]([CH3:18])[n:19][n:20][n:21]2)[CH:22]=[O:11])[cH:23][cH:24]1.[c:25]1([P:31]([c:32]2[cH:33][cH:34][cH:35][cH:36][cH:37]2)([c:38]2[cH:39][cH:40][cH:41][cH:42][cH:43]2)=[CH:44][CH:45]=[O:46])[cH:26][cH:27][cH:28][cH:29][cH:30]1.[cH:47]1[cH:48][cH:49][cH:50][cH:51][cH:52]1>>[O:11]=[P:31]([c:25]1[cH:26][cH:27][cH:28][cH:29][cH:30]1)([c:32]1[cH:33][cH:34][cH:35][cH:36][cH:37]1)[c:38]1[cH:39][cH:40][cH:41][cH:42][cH:43]1. The reactants are C(C)(=O)OC(C)=O (acetic anhydride), N1=C(C=CC=C1)C1=NC2=C(N1)C=C(C(=C2)OC=2C=CC(=NC2)N2C(C=CC=C2)=O)C2NCCC2 (5′-((2-pyridin-2-yl-6-pyrrolidin-2-yl-1H-benzimidazol-5-yl)oxy)-2H-1,2′-bipyridin-2-one). Solvent: C(Cl)(Cl)Cl (chloroform). Reaction conditions: time 30 minute. The product is C(C)(=O)N1C(CCC1)C=1C(=CC2=C(NC(=N2)C2=NC=CC=C2)C1)OC=1C=CC(=NC1)N1C(C=CC=C1)=O (5′-((6-(1-Acetylpyrrolidin-2-yl)-2-pyridin-2-yl-1H-benzimidazol-5-yl)oxy)-2H-1,2′-bipyridin-2-one). Reaction SMILES: [C:1](OC(=O)C)(=[O:3])[CH3:2].[N:8]1[CH:13]=[CH:12][CH:11]=[CH:10][C:9]=1[C:14]1[NH:18][C:17]2[CH:19]=[C:20]([CH:37]3[CH2:41][CH2:40][CH2:39][NH:38]3)[C:21]([O:23][C:24]3[CH:25]=[CH:26][C:27]([N:30]4[CH:35]=[CH:34][CH:33]=[CH:32][C:31]4=[O:36])=[N:28][CH:29]=3)=[CH:22][C:16]=2[N:15]=1>C(Cl)(Cl)Cl>[C:1]([N:38]1[CH2:39][CH2:40][CH2:41][CH:37]1[C:20]1[C:21]([O:23][C:24]2[CH:25]=[CH:26][C:27]([N:30]3[CH:35]=[CH:34][CH:33]=[CH:32][C:31]3=[O:36])=[N:28][CH:29]=2)=[CH:22][C:16]2[N:15]=[C:14]([C:9]3[CH:10]=[CH:11][CH:12]=[CH:13][N:8]=3)[NH:18][C:17]=2[CH:19]=1)(=[O:3])[CH3:2]. Procedure details: 0.003 ml of acetic anhydride was added to a chloroform (1 ml) solution of 6.5 mg of 5′-((2-pyridin-2-yl-6-pyrrolidin-2-yl-1H-benzimidazol-5-yl)oxy)-2H-1,2′-bipyridin-2-one enantiomer A obtained in Example 554, and the reaction liquid was stirred at room temperature for 30 minutes. The reaction solvent was evaporated away, and the resulting residue was purified through partitioning thin-layer chromatography (Kieselgel™ 60F254, Art 5744 (by Merck), chloroform/methanol=10/1) to obtain one chiral fo... Reactants: OC1=CC2=C(SC(=C2C)C(=O)OC)C=C1 (methyl 5-hydroxy-3-methyl-benzo(b)thiophene-2-carboxylate), [H-].[Na+] (sodium hydride), N1=C(C=CC2=CC=CC=C12)COC=1C=C(CCl)C=CC1 (3-(2-quinolinylmethoxy)benzyl chloride). Run in CN(C)C=O (DMF). Reaction conditions: time 4 hour. Yields the product COC(=O)C1=C(C2=C(S1)C=CC(=C2)OCC2=CC(=CC=C2)OCC2=NC1=CC=CC=C1C=C2)C (methyl-3-methyl-5-[3-(2-quinolinylmethoxy)benzyloxy]benzo(b) -thiophene-2-carboxylate). As a reaction SMILES: [OH:1][C:2]1[CH:15]=[CH:14][C:5]2[S:6][C:7]([C:10]([O:12][CH3:13])=[O:11])=[C:8]([CH3:9])[C:4]=2[CH:3]=1.[H-].[Na+].[N:18]1[C:27]2[C:22](=[CH:23][CH:24]=[CH:25][CH:26]=2)[CH:21]=[CH:20][C:19]=1[CH2:28][O:29][C:30]1[CH:31]=[C:32]([CH:35]=[CH:36][CH:37]=1)[CH2:33]Cl>CN(C=O)C>[CH3:13][O:12][C:10]([C:7]1[S:6][C:5]2[CH:14]=[CH:15][C:2]([O:1][CH2:33][C:32]3[CH:35]=[CH:36][CH:37]=[C:30]([O:29][CH2:28][C:19]4[CH:20]=[CH:21][C:22]5[C:27](=[CH:26][CH:25]=[CH:24][CH:23]=5)[N:18]=4)[CH:31]=3)=[CH:3][C:4]=2[C:8]=1[CH3:9])=[O:11] |f:1.2|. Procedure: To a stirred solution of methyl 5-hydroxy-3-methyl-benzo(b)thiophene-2-carboxylate (878.6 mg, 3.96 mmol) in dry DMF (20 ml) at room temperature is added sodium hydride (158 mg, 3.95 mmol) as a 60% dispersion in mineral oil. After 30 minutes of stirring 3-(2-quinolinylmethoxy)benzyl chloride (1.02 g, 3.60 mmol) is added. The solution is stirred at room temperature for 4 hours and quenched with ice-water. Extraction with ethyl acetate, washing with aqueous sodium carbonate, water and brine is foll...